Dataset: the Open Reaction Database (ORD), a public repository of structured organic reaction records. Task: describe an organic reaction: reactants, conditions, products, and yield Starting materials: C1(CC1)N(C=1C(=NC2=CC=C(C=C2N1)C(=O)OC)C=1OC2=C(C1)C=C(C=C2)F)C (methyl 3-[cyclopropyl(methyl)amino]-2-(5-fluoro-1-benzofuran-2-yl)quinoxaline-6-carboxylate), [OH-].[Na+] (sodium hydroxide), Cl (HCl). The solvent is CO (methanol), O (water), O (water). Run at time 8 hour. Product: C1(CC1)N(C=1C(=NC2=CC=C(C=C2N1)C(=O)O)C=1OC2=C(C1)C=C(C=C2)F)C (3-[cyclopropyl(methyl)amino]-2-(5-fluoro-1-benzofuran-2-yl)quinoxaline-6-carboxylic acid). Yield: 79.5%. RXN SMILES: [CH:1]1([N:4]([CH3:29])[C:5]2[C:6]([C:19]3[O:20][C:21]4[CH:27]=[CH:26][C:25]([F:28])=[CH:24][C:22]=4[CH:23]=3)=[N:7][C:8]3[C:13]([N:14]=2)=[CH:12][C:11]([C:15]([O:17]C)=[O:16])=[CH:10][CH:9]=3)[CH2:3][CH2:2]1.[OH-].[Na+].Cl>CO.O>[CH:1]1([N:4]([CH3:29])[C:5]2[C:6]([C:19]3[O:20][C:21]4[CH:27]=[CH:26][C:25]([F:28])=[CH:24][C:22]=4[CH:23]=3)=[N:7][C:8]3[C:13]([N:14]=2)=[CH:12][C:11]([C:15]([OH:17])=[O:16])=[CH:10][CH:9]=3)[CH2:3][CH2:2]1 |f:1.2|. Procedure details: To a solution of methyl 3-[cyclopropyl(methyl)amino]-2-(5-fluoro-1-benzofuran-2-yl)quinoxaline-6-carboxylate (79 mg, 0.20 mmol) in methanol (15 mL) and water (1 mL) was added sodium hydroxide (24 mg, 0.60 mmol). After stirring overnight at room temperature, the reaction mixture was concentrated under reduced pressure to afford a residue, which was dissolved in water (20 mL), adjusted the pH value to 5 with 3N HCl and filtered to give 3-[cyclopropyl(methyl)amino]-2-(5-fluoro-1-benzofuran-2-yl)qui... Reactants: COC=1C(=C(C=O)C=C(C1)N1C(CCC1)=O)OCOC (3-methoxy-2-methoxymethoxy-5-(2-oxopyrrolidin-1-yl)benzaldehyde), FC(C(=O)O)(F)F (trifluoroacetic acid), C(C)[SiH](CC)CC (triethylsilane). Reagents/catalysts: [C].[Pd] (palladium carbon). The solvent is C(C)(=O)O (acetic acid), C(C)O (ethanol), ClCCl (dichloromethane). Reaction conditions: time 16 hour. The product is OC1=C(C=C(C=C1C)N1C(CCC1)=O)OC (1-(4-hydroxy-3-methoxy-5-methylphenyl)pyrrolidin-2-one). Yield: 72.4%. Reaction SMILES: [CH3:1][O:2][C:3]1[C:4]([O:17]COC)=[C:5]([CH:8]=[C:9]([N:11]2[CH2:15][CH2:14][CH2:13][C:12]2=[O:16])[CH:10]=1)[CH:6]=O.FC(F)(F)C(O)=O.C([SiH](CC)CC)C>C(O)(=O)C.C(O)C.ClCCl.[C].[Pd]>[OH:17][C:4]1[C:5]([CH3:6])=[CH:8][C:9]([N:11]2[CH2:15][CH2:14][CH2:13][C:12]2=[O:16])=[CH:10][C:3]=1[O:2][CH3:1] |f:6.7|. Procedure details: 3-methoxy-2-methoxymethoxy-5-(2-oxopyrrolidin-1-yl)benzaldehyde (0.72 g, 2.56 mmol) was dissolved in a solvent mixture of acetic acid (5 ml) and ethanol (7 ml) and 10% palladium carbon (70 mg) was added thereto to perform catalytic reduction at 50° C. for 10 hours. The reaction solution was cooled to room temperature and filtrated by cerite. The filtered cake was concentrated under reduced pressure. The residue thus obtained was dissolved in dichloromethane (15 ml) and trifluoroacetic acid (2.0 ... Starting materials: O=C[C@H](O)[C@@H](O)[C@@H](O)[C@H](O)CO (galactose), C(CCCCCCCCCCCCC)N (tetradecylamine). The product is C1([C@H](O)[C@@H](O)[C@@H](O)[C@H](O1)CO)CCCCCCCCCCCCCCN (N-(D-Galactopyranosyl)tetradecylamine). Reaction SMILES: O=[CH:2][C@@H:3]([C@H:5]([C@H:7]([C@@H:9]([CH2:11][OH:12])[OH:10])[OH:8])[OH:6])[OH:4].[CH2:13]([NH2:27])[CH2:14][CH2:15][CH2:16][CH2:17][CH2:18][CH2:19][CH2:20][CH2:21][CH2:22][CH2:23][CH2:24][CH2:25][CH3:26]>>[CH:2]1([CH2:26][CH2:25][CH2:24][CH2:23][CH2:22][CH2:21][CH2:20][CH2:19][CH2:18][CH2:17][CH2:16][CH2:15][CH2:14][CH2:13][NH2:27])[O:10][C@H:9]([CH2:11][OH:12])[C@H:7]([OH:8])[C@H:5]([OH:6])[C@H:3]1[OH:4]. Procedure: The preparation is analogous to Example 1, starting from 18 g of galactose and 20 g of tetradecylamine. Procedure details: 5-Amino-2-(pyridin-4-ylmethyloxy)pyridine (0.5 g, 2.5 mmol) was converted to the phenyl carbamate and treated with 5-methoxy-6-trifluoromethylindoline (0.54 g, 2.5 mmol) as in the method of Example 52. Chromatography using ethyl acetate as eluant followed by recrystallisation from ethyl acetate/petroleum ether (60-80°) afforded the title compound (0.13 g, 13%) as an off-white solid m.p. 187-189° C. Reaction SMILES: [NH2:1][C:2]1[CH:3]=[CH:4][C:5]([O:8][CH2:9][C:10]2[CH:15]=[CH:14][N:13]=[CH:12][CH:11]=2)=[N:6][CH:7]=1.[C:16](=O)([O:18]C1C=CC=CC=1)N.[CH3:26][O:27][C:28]1[CH:29]=[C:30]2[C:34](=[CH:35][C:36]=1[C:37]([F:40])([F:39])[F:38])[NH:33][CH2:32][CH2:31]2>C(OCC)(=O)C>[CH3:26][O:27][C:28]1[CH:29]=[C:30]2[C:34](=[CH:35][C:36]=1[C:37]([F:40])([F:38])[F:39])[N:33]([C:16](=[O:18])[NH:1][C:2]1[CH:7]=[N:6][C:5]([O:8][CH2:9][C:10]3[CH:15]=[CH:14][N:13]=[CH:12][CH:11]=3)=[CH:4][CH:3]=1)[CH2:32][CH2:31]2. Yield: 13.0%. Reactants: NC=1C=CC(=NC1)OCC1=CC=NC=C1 (5-Amino-2-(pyridin-4-ylmethyloxy)pyridine), C(N)(OC1=CC=CC=C1)=O (phenyl carbamate), COC=1C=C2CCNC2=CC1C(F)(F)F (5-methoxy-6-trifluoromethylindoline). Solvent: C(C)(=O)OCC (ethyl acetate). Product: COC=1C=C2CCN(C2=CC1C(F)(F)F)C(NC=1C=NC(=CC1)OCC1=CC=NC=C1)=O (5-Methoxy-6-trifluoromethyl-1-[6-(pyridin-4-ylmethyloxy)pyridin-3-ylcarbamoyl]indoline). Starting materials: C#CCCCCC(=O)O, O=C([O-])O, ClCCl, CCN=C=NCCCN(C)C, Cl, [Na+], O=C1CCC(=O)N1O. Yields the product C#CCCCCC(=O)ON1C(=O)CCC1=O. As a reaction SMILES: [C:1]([CH2:2][CH2:3][CH2:4][CH2:5][C:6]#[CH:7])(=[O:8])[OH:9].[C:30](=[O:31])([OH:32])[O-:33].[CH2:35]([Cl:36])[Cl:37].[CH3:19][N:20]([CH3:21])[CH2:22][CH2:23][CH2:24][N:25]=[C:26]=[N:27][CH2:28][CH3:29].[ClH:18].[Na+:34].[OH:10][N:11]1[C:12](=[O:17])[CH2:13][CH2:14][C:15]1=[O:16]>>[C:1]([CH2:2][CH2:3][CH2:4][CH2:5][C:6]#[CH:7])([O:8][N:11]1[C:12](=[O:17])[CH2:13][CH2:14][C:15]1=[O:16])=[O:9].